Dataset: the Open Reaction Database (ORD), a public repository of structured organic reaction records. Task: describe an organic reaction: reactants, conditions, products, and yield The reactants are N(=[N+]=[N-])CCCC1(SC(=NN1C(=N)SC)C1=C(C=CC(=C1)F)F)C1=CC=CC=C1 (methyl 2-(3-azidopropyl)-5-(2,5-difluorophenyl)-2-phenyl-1,3,4-thiadiazole-3(2H)-carbimidothioate), C(C)(=O)NN (acetohydrazide), N1=CC=CC=C1 (pyridine), O (water), C(C)(=O)NN (acetohydrazide). Reaction conditions: temperature 80 celsius, time 16 hour. Product: N(=[N+]=[N-])CCCC1(SC(=NN1C1=NC(=NN1)C)C1=C(C=CC(=C1)F)F)C1=CC=CC=C1 (2-(3-azidopropyl)-5-(2,5-difluorophenyl)-3-(3-methyl-1H-1,2,4-triazol-5-yl)-2-phenyl-2,3-dihydro-1,3,4-thiadiazole). As a reaction SMILES: [N:1]([CH2:4][CH2:5][CH2:6][C:7]1([C:24]2[CH:29]=[CH:28][CH:27]=[CH:26][CH:25]=2)[N:11]([C:12](SC)=[NH:13])[N:10]=[C:9]([C:16]2[CH:21]=[C:20]([F:22])[CH:19]=[CH:18][C:17]=2[F:23])[S:8]1)=[N+:2]=[N-:3].[C:30]([NH:33]N)(=O)[CH3:31].O.[N:36]1C=CC=CC=1>>[N:1]([CH2:4][CH2:5][CH2:6][C:7]1([C:24]2[CH:25]=[CH:26][CH:27]=[CH:28][CH:29]=2)[N:11]([C:12]2[NH:13][N:33]=[C:30]([CH3:31])[N:36]=2)[N:10]=[C:9]([C:16]2[CH:21]=[C:20]([F:22])[CH:19]=[CH:18][C:17]=2[F:23])[S:8]1)=[N+:2]=[N-:3]. Procedure details: To a solution of methyl 2-(3-azidopropyl)-5-(2,5-difluorophenyl)-2-phenyl-1,3,4-thiadiazole-3(2H)-carbimidothioate (0.034 g, 0.079 mmol) in 1 mL pyridine was added acetohydrazide (0.017 g, 0.240 mmol). The mixture was warmed to 80° C. and stirred for 16 hours, then treated with acetohydrazide (0.050 g) and stirred at reflux for 40 hours. The cooled mixture was treated with water (10 mL) and extracted with EtOAc (3×10 mL). The combined organic phases were washed with water (10 mL) and brine (10 m... Starting materials: C1CCOC1, CO, CCN(C(C)C)C(C)C, CN(C)C(=O)CCl, Nc1ncnn2c(C3CCNCC3)cc(-c3ccc4c(N)n(Cc5ccccc5F)nc4c3)c12. Yields the product CN(C)C(=O)CN1CCC(c2cc(-c3ccc4c(N)n(Cc5ccccc5F)nc4c3)c3c(N)ncnn23)CC1. As a reaction SMILES: [CH2:51]1[O:52][CH2:53][CH2:54][CH2:55]1.[CH3:56][OH:57].[CH:42]([N:43]([CH2:44][CH3:45])[CH:46]([CH3:47])[CH3:48])([CH3:49])[CH3:50].[Cl:35][CH2:36][C:37](=[O:38])[N:39]([CH3:40])[CH3:41].[NH2:1][c:2]1[n:3]([CH2:27][c:28]2[c:29]([F:34])[cH:30][cH:31][cH:32][cH:33]2)[n:4][c:5]2[cH:6][c:7](-[c:11]3[cH:12][c:13]([CH:21]4[CH2:22][CH2:23][NH:24][CH2:25][CH2:26]4)[n:14]4[n:15][cH:16][n:17][c:18]([NH2:20])[c:19]34)[cH:8][cH:9][c:10]12>>[NH2:1][c:2]1[n:3]([CH2:27][c:28]2[c:29]([F:34])[cH:30][cH:31][cH:32][cH:33]2)[n:4][c:5]2[cH:6][c:7](-[c:11]3[cH:12][c:13]([CH:21]4[CH2:22][CH2:23][N:24]([CH2:36][C:37](=[O:38])[N:39]([CH3:40])[CH3:41])[CH2:25][CH2:26]4)[n:14]4[n:15][cH:16][n:17][c:18]([NH2:20])[c:19]34)[cH:8][cH:9][c:10]12. The reactants are ClC=1C=CC2=C(N=C(N=C2)SC)N1 (7-chloro-2-(methylthio)pyrido[2,3-d]pyrimidine), CC(CN1N=CC(=C1)B1OC(C(O1)(C)C)(C)C)(C)O (2-methyl-1-(4-(4,4,5,5-tetramethyl-1,3,2-dioxaborolan-2-yl)-1H-pyrazol-1-yl)propan-2-ol), Pd(dppf)C2•DCM, C(=O)([O-])[O-].[Na+].[Na+] (Na2CO3). Run in COCCOC (DME), CCOC(=O)C (EtOAc). Run at temperature 140 celsius, time 60 minute. Yields the product CC(CN1N=CC(=C1)C=1C=CC2=C(N=C(N=C2)SC)N1)(C)O (2-Methyl-1-(4-(2-(methylthio)pyrido[2,3-d]pyrimidin-7-yl)-1H-pyrazol-1-yl)propan-2-ol). Yield: 27.9%. RXN SMILES: Cl[C:2]1[CH:3]=[CH:4][C:5]2[CH:10]=[N:9][C:8]([S:11][CH3:12])=[N:7][C:6]=2[N:13]=1.[CH3:14][C:15]([OH:32])([CH3:31])[CH2:16][N:17]1[CH:21]=[C:20](B2OC(C)(C)C(C)(C)O2)[CH:19]=[N:18]1.C([O-])([O-])=O.[Na+].[Na+]>COCCOC.CCOC(C)=O>[CH3:14][C:15]([OH:32])([CH3:31])[CH2:16][N:17]1[CH:21]=[C:20]([C:2]2[CH:3]=[CH:4][C:5]3[CH:10]=[N:9][C:8]([S:11][CH3:12])=[N:7][C:6]=3[N:13]=2)[CH:19]=[N:18]1 |f:2.3.4|. Reported procedure: A suspension of 7-chloro-2-(methylthio)pyrido[2,3-d]pyrimidine (Preparation 57, 50.6 mg, 0.239 mmol), 2-methyl-1-(4-(4,4,5,5-tetramethyl-1,3,2-dioxaborolan-2-yl)-1H-pyrazol-1-yl)propan-2-ol (Preparation 124, 63.6 mg, 0.239 mmol), Pd(dppf)C2•DCM (20.2 mg, 0.024 mmol), Na2CO3 (2M, 0.24 mL, 0.48 mmol) in DME (4 mL) was stirred at 140° C. under microwave irradiation for 60 minutes. The reaction mixture was diluted with EtOAc and dried with Na2SO4, filtered and concentrated in vacuo. The residue was ... The reactants are ice water, Cl (HCl), ClCCl (dichloromethane), C1(=CC=CC=C1)C1=NOC2=C1C(CCC2)=O (3-Phenyl-4-oxo-4,5,6,7-tetrahydrobenz[1,2-d]isoxazole), [N-]=[N+]=[N-].[Na+] (NaN3), amine sulfate. Solvent: OS(=O)(=O)O (H2SO4). Run at time 90 minute. Yields the product N=1OC=2CCCC3=NC=4C=CC=CC4C1C23 (4,5-Dihydro-3H-isoxazolo[5,4,3-kl]acridine). The yield is 31.3%. As a reaction SMILES: [C:1]1([C:7]2[C:11]3[C:12](=O)[CH2:13][CH2:14][CH2:15][C:10]=3[O:9][N:8]=2)[CH:6]=[CH:5][CH:4]=[CH:3][CH:2]=1.ClCCl.[N-:20]=[N+]=[N-].[Na+].Cl>OS(O)(=O)=O>[N:8]1[O:9][C:10]2[CH2:15][CH2:14][CH2:13][C:12]3[C:11]=2[C:7]=1[C:1]1[CH:6]=[CH:5][CH:4]=[CH:3][C:2]=1[N:20]=3 |f:2.3|. Reported procedure: 3-Phenyl-4-oxo-4,5,6,7-tetrahydrobenz[1,2-d]isoxazole (6.0 g) was dissolved in 40 ml conc. H2SO4 and then dichloromethane (60 ml) was added. NaN3 (2.0 g) was added portionwise at such a rate that foaming could be controlled. After 90 minutes, the reaction mixture was poured into ice/water and conc. HCl was added until the precipitated amine sulfate dissolved. The dichloromethane layer was separated and the aqueous phase was washed with additional dichloromethane. The aqueous phase was made basic... Starting materials: CC(C)CN, ClCCCl, O=C(Cl)CCl, [Na+], [OH-], O. Yields the product CC(C)CNC(=O)CCl. As a reaction SMILES: [CH2:1]([CH:2]([CH3:3])[CH3:4])[NH2:5].[Cl:14][CH2:15][CH2:16][Cl:17].[Cl:8][CH2:9][C:10](=[O:11])[Cl:12].[Na+:7].[OH-:6].[OH2:13]>>[CH2:1]([CH:2]([CH3:3])[CH3:4])[NH:5][C:10]([CH2:9][Cl:8])=[O:11]. Reactants: C1CCOC1, CCN(C(C)C)C(C)C, O=C(Cl)CCCCl, Nc1ccc2c(c1)C(=C1C(=O)Nc3ccccc31)OC2. Product: O=C(CCCCl)Nc1ccc2c(c1)C(=C1C(=O)Nc3ccccc31)OC2. Reaction SMILES: [CH2:37]1[O:38][CH2:39][CH2:40][CH2:41]1.[CH:21]([N:22]([CH2:23][CH3:24])[CH:25]([CH3:26])[CH3:27])([CH3:28])[CH3:29].[Cl:30][CH2:31][CH2:32][CH2:33][C:34](=[O:35])[Cl:36].[NH2:1][c:2]1[cH:3][cH:4][c:5]2[c:9]([cH:10]1)[C:8](=[C:11]1[C:12](=[O:20])[NH:13][c:14]3[cH:15][cH:16][cH:17][cH:18][c:19]31)[O:7][CH2:6]2>>[NH:1]([c:2]1[cH:3][cH:4][c:5]2[c:9]([cH:10]1)[C:8](=[C:11]1[C:12](=[O:20])[NH:13][c:14]3[cH:15][cH:16][cH:17][cH:18][c:19]31)[O:7][CH2:6]2)[C:34]([CH2:33][CH2:32][CH2:31][Cl:30])=[O:35]. Starting materials: BrC1=CC=C(C=C1)C1=NOC2=C1C=CC(=C2)O (3-(4-bromo-phenyl)-benzo[d]isoxazol-6-ol), BrC\C=C\CBr ((E)-1,4-dibromo-2-butene), BrC/C=C/COC1=CC2=C(C(=NO2)C2=CC=C(C=C2)Br)C=C1 ((E)-6-(4-bromo-but-2-enyloxy)-3-(4-bromo-phenyl)-benzo[d]isoxazole), C(C=C)NC (N-allyl-methyl-amine). The product is BrC1=CC=C(C=C1)C1=NOC2=C1C=CC(=C2)OCC=CCNC (4-[3-(4-bromo-phenyl)-benzo[d]isoxazol-6-yloxy]-but-2-enyl-methyl-amine). As a reaction SMILES: BrC1C=CC([C:8]2C3C=CC(O)=CC=3O[N:9]=2)=CC=1.BrC/C=C/CBr.Br[CH2:25]/[CH:26]=[CH:27]/[CH2:28][O:29][C:30]1[CH:45]=[CH:44][C:33]2[C:34]([C:37]3[CH:42]=[CH:41][C:40]([Br:43])=[CH:39][CH:38]=3)=[N:35][O:36][C:32]=2[CH:31]=1.C(NC)C=C>>[Br:43][C:40]1[CH:41]=[CH:42][C:37]([C:34]2[C:33]3[CH:44]=[CH:45][C:30]([O:29][CH2:28][CH:27]=[CH:26][CH2:25][NH:9][CH3:8])=[CH:31][C:32]=3[O:36][N:35]=2)=[CH:38][CH:39]=1. Reported procedure: Analogously to Example 1, from 3-(4-bromo-phenyl)-benzo[d]isoxazol-6-ol and (E)-1,4-dibromo-2-butene via (E)-6-(4-bromo-but-2-enyloxy)-3-(4-bromo-phenyl)-benzo[d]isoxazole and by reaction with N-allyl-methyl-amine there is obtained (E)-allyl-[4-[3-(4-bromo-phenyl)-benzo[d]isoxazol-6-yloxy]-but-2-enyl-methyl-amine which is converted into the fumarate, MS: m/e 412 (M30 , 1 Br). Starting materials: C1(CC1)NC(=O)C=1C=C(C(=C(C1)F)C)C1=CC=C(C=C1)C(=O)NN (N-Cyclopropyl-5-fluoro-4′-(hydrazinocarbonyl)-6-methyl-1,1′-biphenyl-3-carboxamide), C1(CC1)NC(=O)C=1C=C(C(=C(C1)F)C)C1=CC=C(C=C1)C(=O)NN (N-Cyclopropyl-5-fluoro-4′-(hydrazinocarbonyl)-6-methyl-1,1′-biphenyl-3-carboxamide), ClCC(OCC)(OCC)OCC (2-chloro-1,1,1-triethoxyethane). The product is ClCC1=NN=C(O1)C1=CC=C(C=C1)C1=CC(=CC(=C1C)F)C(=O)NC1CC1 (4′-[5-(chloromethyl)-1,3,4-oxadiazol-2-yl]-N-cyclopropyl-5-fluoro-6-methyl-1,1′-biphenyl-3-carboxamide). Reaction SMILES: [CH:1]1([NH:4][C:5]([C:7]2[CH:8]=[C:9]([C:15]3[CH:20]=[CH:19][C:18]([C:21]([NH:23][NH2:24])=[O:22])=[CH:17][CH:16]=3)[C:10]([CH3:14])=[C:11]([F:13])[CH:12]=2)=[O:6])[CH2:3][CH2:2]1.[Cl:25][CH2:26][C:27](OCC)(OCC)OCC>>[Cl:25][CH2:26][C:27]1[O:22][C:21]([C:18]2[CH:19]=[CH:20][C:15]([C:9]3[C:10]([CH3:14])=[C:11]([F:13])[CH:12]=[C:7]([C:5]([NH:4][CH:1]4[CH2:3][CH2:2]4)=[O:6])[CH:8]=3)=[CH:16][CH:17]=2)=[N:23][N:24]=1. Reported procedure: N-Cyclopropyl-5-fluoro-4′-(hydrazinocarbonyl)-6-methyl-1,1′-biphenyl-3-carboxamide (Intermediate 29) (580 mg) in 2-chloro-1,1,1-triethoxyethane (2.5 ml) was heated at 80° C. for 20 hours. The reaction was absorbed onto silica and purified by chromatography on a biotage column (silica, 40 g), eluting with cyclohexane and then with ethyl acetate/cyclohexane (2:3). The product fractions were reduced to dryness under vacuum to give 4′-[5-(chloromethyl)-1,3,4-oxadiazol-2-yl]-N-cyclopropyl-5-fluoro-6-... Reactants: BrC1=C(CNCC)C=C(C=C1)C(F)(F)F ((2-bromo-5-trifluoromethyl-benzyl)-ethyl-amine), C1(CC1)C(=O)Cl (cyclopropanecarbonyl chloride). Product: BrC1=C(CN(C(=O)C2CC2)CC)C=C(C=C1)C(F)(F)F (Cyclopropanecarboxylic acid (2-bromo-5-trifluoromethyl-benzyl)-ethyl-amide). As a reaction SMILES: [Br:1][C:2]1[CH:11]=[CH:10][C:9]([C:12]([F:15])([F:14])[F:13])=[CH:8][C:3]=1[CH2:4][NH:5][CH2:6][CH3:7].[CH:16]1([C:19](Cl)=[O:20])[CH2:18][CH2:17]1>>[Br:1][C:2]1[CH:11]=[CH:10][C:9]([C:12]([F:13])([F:14])[F:15])=[CH:8][C:3]=1[CH2:4][N:5]([CH2:6][CH3:7])[C:19]([CH:16]1[CH2:18][CH2:17]1)=[O:20]. Procedure: Prepared according to the procedure described in Example 1, Step 6, using the following starting materials: (2-bromo-5-trifluoromethyl-benzyl)-ethyl-amine and cyclopropanecarbonyl chloride.